Dataset: the Open Reaction Database (ORD), a public repository of structured organic reaction records. Task: describe an organic reaction: reactants, conditions, products, and yield Reactants: C(C)(=O)O (acetic acid), O.[OH-].[Li+] (lithium hydroxide monohydrate), C(CCC)S(=O)(=O)OC1=C(C=C(C=C1)CCCC1=C(C=C(C=C1)CCC(=O)OC)OCC1=CC=C(C=C1)F)OC (methyl 3-[4-{3-[4-(butane-1-sulfonyloxy)-3-methoxyphenyl]propyl}-3-(4-fluorobenzyloxy)phenyl]propanoate), O (water). Run in O1CCCC1.CO.O (tetrahydrofuran methanol water). Conditions: time 15 hour. Yields the product C(CCC)S(=O)(=O)OC1=C(C=C(C=C1)CCCC1=C(C=C(C=C1)CCC(=O)O)OCC1=CC=C(C=C1)F)OC (3-[4-{3-[4-(butane-1-sulfonyloxy)-3-methoxyphenyl]propyl}-3-(4-fluorobenzyloxy)phenyl]propanoic acid). Yield: 85.9%. RXN SMILES: O.[OH-].[Li+].[CH2:4]([S:8]([O:11][C:12]1[CH:17]=[CH:16][C:15]([CH2:18][CH2:19][CH2:20][C:21]2[CH:26]=[CH:25][C:24]([CH2:27][CH2:28][C:29]([O:31]C)=[O:30])=[CH:23][C:22]=2[O:33][CH2:34][C:35]2[CH:40]=[CH:39][C:38]([F:41])=[CH:37][CH:36]=2)=[CH:14][C:13]=1[O:42][CH3:43])(=[O:10])=[O:9])[CH2:5][CH2:6][CH3:7].O.C(O)(=O)C>O1CCCC1.CO.O>[CH2:4]([S:8]([O:11][C:12]1[CH:17]=[CH:16][C:15]([CH2:18][CH2:19][CH2:20][C:21]2[CH:26]=[CH:25][C:24]([CH2:27][CH2:28][C:29]([OH:31])=[O:30])=[CH:23][C:22]=2[O:33][CH2:34][C:35]2[CH:40]=[CH:39][C:38]([F:41])=[CH:37][CH:36]=2)=[CH:14][C:13]=1[O:42][CH3:43])(=[O:9])=[O:10])[CH2:5][CH2:6][CH3:7] |f:0.1.2,6.7.8|. Procedure: 0.4 g (1 mmol) of lithium hydroxide monohydrate is added to a solution of 0.3 g (0.5 mmol) of corresponding methyl 3-[4-{3-[4-(butane-1-sulfonyloxy)-3-methoxyphenyl]propyl}-3-(4-fluorobenzyloxy)phenyl]propanoate in 10 ml of a tetrahydrofuran/methanol/water mixture (5/1/1). The reaction medium is stirred at room temperature for 15 hours, treated with water, acidified to pH 4 with acetic acid and extracted with ethyl acetate. The organic phase is dried over magnesium sulfate, filtered and concentr... Reactants: C(C)OC(C#CC(CC)O)OCC (6,6-Diethoxy-hex-4-yn-3-ol). Reagents/catalysts: O=[Mn]=O (MnO2). The solvent is ClCCl (dichloromethane). Product: C(C)OC(C#CC(CC)=O)OCC (6,6-Diethoxy-hex-4-yn-3-one). Yield: 34.3%. RXN SMILES: [CH2:1]([O:3][CH:4]([O:11][CH2:12][CH3:13])[C:5]#[C:6][CH:7]([OH:10])[CH2:8][CH3:9])[CH3:2]>ClCCl.O=[Mn]=O>[CH2:12]([O:11][CH:4]([O:3][CH2:1][CH3:2])[C:5]#[C:6][C:7](=[O:10])[CH2:8][CH3:9])[CH3:13]. Procedure details: 6,6-Diethoxy-hex-4-yn-3-ol (4.30 g, 23.1 mmol) was dissolved in dichloromethane (200 ml) and treated with activated MnO2 (50 g) at rt for 15 h. The reaction mixture was filtered through a plug of celite and Na2SO4. The filtrated was concentrated under reduced pressure and purified by flash chromatography with 0-20% EtOAc in hexane to afford the desired product (1.46 g, 34% yield). The reactants are BrCC(=O)OC (methyl bromoacetate), ClC=1C=C(CN2N=C(C3=C(C2=O)C(=C2N3CCN(C2=O)C)OC)CC#N)C=CC1F (2-(3-Chloro-4-Fluorobenzyl)-4-(cyanomethyl)-10-methoxy-8-methyl-7,8-dihydropyrazino[1′,2′:1,5]pyrrolo[2,3-d]pyridazine-1,9(2H,6H)-dione), C[Si](C)(C)[N-][Si](C)(C)C.[Li+] (lithium bis(trimethylsilyl)amide). Run in CN(C)C=O (DMF), C1CCOC1 (THF). Reaction conditions: time 30 minute. Product: ClC=1C=C(CN2N=C(C3=C(C2=O)C(=C2N3CCN(C2=O)C)OC)C(CC(=O)OC)C#N)C=CC1F (Methyl 3-[2-(3-chloro-4-fluorobenzyl)-10-methoxy-8-methyl-1,9-dioxo-1,2,6,7,8,9-hexahydropyrazino[1′,2′:1,5]pyrrolo[2,3-d]pyridazin-4-yl]-3-cyanopropanoate). Reaction SMILES: [Cl:1][C:2]1[CH:3]=[C:4]([CH:27]=[CH:28][C:29]=1[F:30])[CH2:5][N:6]1[C:11](=[O:12])[C:10]2[C:13]([O:22][CH3:23])=[C:14]3[C:19](=[O:20])[N:18]([CH3:21])[CH2:17][CH2:16][N:15]3[C:9]=2[C:8]([CH2:24][C:25]#[N:26])=[N:7]1.C[Si]([N-][Si](C)(C)C)(C)C.[Li+].Br[CH2:42][C:43]([O:45][CH3:46])=[O:44]>CN(C=O)C.C1COCC1>[Cl:1][C:2]1[CH:3]=[C:4]([CH:27]=[CH:28][C:29]=1[F:30])[CH2:5][N:6]1[C:11](=[O:12])[C:10]2[C:13]([O:22][CH3:23])=[C:14]3[C:19](=[O:20])[N:18]([CH3:21])[CH2:17][CH2:16][N:15]3[C:9]=2[C:8]([CH:24]([C:25]#[N:26])[CH2:42][C:43]([O:45][CH3:46])=[O:44])=[N:7]1 |f:1.2|. Procedure details: To a cold (0° C.) solution of 2-(3-chloro-4-fluorobenzyl)-4-(cyanomethyl)-10-methoxy-8-methyl-7,8-dihydropyrazino[1′,2′:1,5]pyrrolo[2,3-d]pyridazine-1,9(2H,6H)-dione (0.11 g, 0.25 mmol; Example 118, step 1) in anhydrous DMF (1 mL), a solution of lithium bis(trimethylsilyl)amide (0.28 mL, 0.28 mmol; 1M) in THF was added over a period of 5 minutes. The reaction solution was stirred at the same temperature for 30 minutes and treated with methyl bromoacetate (43 mg, 0.28 mmol). After stirring at roo... The reactants are CC1=C(C(CCC1)(C)C)/C=C/C=1C=C(C=CC1)C(CCO)C ((E)-3-(3-(2-(2,6,6-trimethylcyclohex-1-enyl)vinyl)phenyl)butan-1-ol), C1(C=2C(C(N1)=O)=CC=CC2)=O (phthalimide). The product is CC1=C(C(CCC1)(C)C)/C=C/C=1C=C(C=CC1)C(CCN1C(C2=CC=CC=C2C1=O)=O)C ((E)-2-(3-(3-(2-(2,6,6-trimethylcyclohex-1-enyl)vinyl)phenyl)butyl)isoindoline-1,3-dione). Reaction SMILES: [CH3:1][C:2]1[CH2:7][CH2:6][CH2:5][C:4]([CH3:9])([CH3:8])[C:3]=1/[CH:10]=[CH:11]/[C:12]1[CH:13]=[C:14]([CH:18]([CH3:22])[CH2:19][CH2:20]O)[CH:15]=[CH:16][CH:17]=1.[C:23]1(=[O:33])[NH:27][C:26](=[O:28])[C:25]2=[CH:29][CH:30]=[CH:31][CH:32]=[C:24]12>>[CH3:1][C:2]1[CH2:7][CH2:6][CH2:5][C:4]([CH3:8])([CH3:9])[C:3]=1/[CH:10]=[CH:11]/[C:12]1[CH:13]=[C:14]([CH:18]([CH3:22])[CH2:19][CH2:20][N:27]2[C:23](=[O:33])[C:24]3[C:25](=[CH:29][CH:30]=[CH:31][CH:32]=3)[C:26]2=[O:28])[CH:15]=[CH:16][CH:17]=1. Reported procedure: Conversion of (E)-3-(3-(2-(2,6,6-trimethylcyclohex-1-enyl)vinyl)phenyl)butan-1-ol with phthalimide following the method used in Example 18 gave (E)-2-(3-(3-(2-(2,6,6-trimethylcyclohex-1-enyl)vinyl)phenyl)butyl)isoindoline-1,3-dione as a colorless oil. Yield (0.416 g, 93%): 1H NMR (500 MHz, CDCl3) δ 7.75 (m, 2H), 7.64 (m, 2H), 7.18 (s, 1H), 7.16 (t, J=7.6 Hz, 1H), 7.10 (d, J=7.7 Hz, 1H), 7.05 (d, J=7.5 Hz, 1H), 6.64 (d, J=16.3 Hz, 1H), 6.27 (d, J=16.3 Hz, 1H), 3.67 (t, J=7.1 Hz, 2H), 2.78 (m, 1H)... Reactants: CS(=O)(=O)Cl, CN(C)c1ccncc1, ClCCl, CC(O)c1ccccn1. Product: CC(OS(C)(=O)=O)c1ccccn1. Reaction SMILES: [CH3:10][S:11]([Cl:12])(=[O:13])=[O:14].[CH3:18][N:19]([CH3:20])[c:21]1[cH:22][cH:23][n:24][cH:25][cH:26]1.[Cl:15][CH2:16][Cl:17].[n:1]1[c:2]([CH:7]([CH3:8])[OH:9])[cH:3][cH:4][cH:5][cH:6]1>>[n:1]1[c:2]([CH:7]([CH3:8])[O:9][S:11]([CH3:10])(=[O:13])=[O:14])[cH:3][cH:4][cH:5][cH:6]1. Starting materials: FC1=CC=CC(=N1)B(O)O (6-fluoropyridin-2-ylboronic acid), ClC1=NC2=CC=C(C=C2N=C1N(C)C(C)C)C(=O)OC (methyl 2-chloro-3-(isopropyl(methyl)amino)quinoxaline-6-carboxylate), [O-]P(=O)([O-])[O-].[K+].[K+].[K+] (K3PO4). The reagents and catalysts are C=1C=CC(=CC1)[P](C=2C=CC=CC2)(C=3C=CC=CC3)[Pd]([P](C=4C=CC=CC4)(C=5C=CC=CC5)C=6C=CC=CC6)([P](C=7C=CC=CC7)(C=8C=CC=CC8)C=9C=CC=CC9)[P](C=1C=CC=CC1)(C=1C=CC=CC1)C=1C=CC=CC1 (Pd(PPh3)4). Solvent: O (water), O1CCOCC1 (dioxane). Run at temperature 90 celsius, time 1 hour. Yields the product FC1=CC=CC(=N1)C1=NC2=CC=C(C=C2N=C1N(C)C(C)C)C(=O)OC (methyl 2-(6-fluoropyridin-2-yl)-3-(isopropyl(methyl)amino)quinoxaline-6-carboxylate). The yield is 71.9%. RXN SMILES: [F:1][C:2]1[N:7]=[C:6](B(O)O)[CH:5]=[CH:4][CH:3]=1.Cl[C:12]1[C:21]([N:22]([CH:24]([CH3:26])[CH3:25])[CH3:23])=[N:20][C:19]2[C:14](=[CH:15][CH:16]=[C:17]([C:27]([O:29][CH3:30])=[O:28])[CH:18]=2)[N:13]=1.[O-]P([O-])([O-])=O.[K+].[K+].[K+]>O1CCOCC1.O.C1C=CC([P]([Pd]([P](C2C=CC=CC=2)(C2C=CC=CC=2)C2C=CC=CC=2)([P](C2C=CC=CC=2)(C2C=CC=CC=2)C2C=CC=CC=2)[P](C2C=CC=CC=2)(C2C=CC=CC=2)C2C=CC=CC=2)(C2C=CC=CC=2)C2C=CC=CC=2)=CC=1>[F:1][C:2]1[N:7]=[C:6]([C:12]2[C:21]([N:22]([CH:24]([CH3:26])[CH3:25])[CH3:23])=[N:20][C:19]3[C:14](=[CH:15][CH:16]=[C:17]([C:27]([O:29][CH3:30])=[O:28])[CH:18]=3)[N:13]=2)[CH:5]=[CH:4][CH:3]=1 |f:2.3.4.5,^1:49,51,70,89|. Procedure details: To a solution of 6-fluoropyridin-2-ylboronic acid (289.0 mg, 2.05 mmol) in dioxane (1 mL) was added methyl 2-chloro-3-(isopropyl(methyl)amino)quinoxaline-6-carboxylate (300.0 mg, 1.02 mmol), K3PO4 (434.0 mg, 2.05 mmol), and Pd(PPh3)4 (27.6 mg, 0.02 mmol) under nitrogen atmosphere. After stirring 1 h at 90° C., the reaction mixture was dissolved in water (50 mL), extracted with dichloromethane (3×20 mL), dried over anhydrous magnesium sulfate and concentrated under reduced pressure to afford a re...